From a dataset of the Open Reaction Database (ORD), a public repository of structured organic reaction records. describe an organic reaction: reactants, conditions, products, and yield Starting materials: C([O-])([O-])=O.[Cs+].[Cs+] (Cesium carbonate), FC(C1=CC=C(C=C1)O)(F)F (4-trifluoromethylphenol), C(C1=CC=CC=C1)[C@@H]1N(C(OC1)=O)C(C[C@H](C1=NOC=C1)C1=CC=C(C=C1)OCCBr)=O ((S)-4-Benzyl-3-((S)-3-(4-(2-bromoethoxy)phenyl)-3-(isoxazol-3-yl)propanoyl)oxazolidin-2-one). Run in O (water), CN(C)C=O (DMF). Conditions: time 3 hour. Yields the product C(C1=CC=CC=C1)[C@@H]1N(C(OC1)=O)C(C[C@@H](C1=CC=C(C=C1)OCCOC1=CC=C(C=C1)C(F)(F)F)C1=NOC=C1)=O ((S)-4-Benzyl-3-((S)-3-(isoxazol-3-yl)-3-(4-(2-(4-(trifluoromethyl)phenoxy)ethoxy)phenyl)propanoyl)oxazolidin-2-one). Isolated yield 50.0%. Reaction SMILES: [CH2:1]([C@H:8]1[CH2:12][O:11][C:10](=[O:13])[N:9]1[C:14](=[O:32])[CH2:15][C@@H:16]([C:22]1[CH:27]=[CH:26][C:25]([O:28][CH2:29][CH2:30]Br)=[CH:24][CH:23]=1)[C:17]1[CH:21]=[CH:20][O:19][N:18]=1)[C:2]1[CH:7]=[CH:6][CH:5]=[CH:4][CH:3]=1.C(=O)([O-])[O-].[Cs+].[Cs+].[F:39][C:40]([F:49])([F:48])[C:41]1[CH:46]=[CH:45][C:44]([OH:47])=[CH:43][CH:42]=1>CN(C=O)C.O>[CH2:1]([C@H:8]1[CH2:12][O:11][C:10](=[O:13])[N:9]1[C:14](=[O:32])[CH2:15][C@H:16]([C:17]1[CH:21]=[CH:20][O:19][N:18]=1)[C:22]1[CH:27]=[CH:26][C:25]([O:28][CH2:29][CH2:30][O:47][C:44]2[CH:45]=[CH:46][C:41]([C:40]([F:39])([F:48])[F:49])=[CH:42][CH:43]=2)=[CH:24][CH:23]=1)[C:2]1[CH:7]=[CH:6][CH:5]=[CH:4][CH:3]=1 |f:1.2.3|. Reported procedure: The bromide 47.1 (100 mg, 0.2 mmol) was dissolved in DMF (2.0 mL). Cesium carbonate (260 mg, 0.8 mmol) and 4-trifluoromethylphenol (130 mg, 0.8 mmol) were added to the solution and the mixture was then heated with stirring for three hours. The reaction mixture was then cooled to room temperature and diluted with water. The mixture was extracted with EtOAc (2×50 mL). The combined organic layers were washed with 1M lithium chloride solution (1×25 mL), water (1×25 mL) and brine (1×25 mL) and dried ... Starting materials: COC(=O)c1ccc(Cc2cn(C)c3ccc(C=C(C)C(=O)OC(C)(C)C)cc23)c(OC)c1, ClCCl, O=C(O)C(F)(F)F. Yields the product COC(=O)c1ccc(Cc2cn(C)c3ccc(C=C(C)C(=O)O)cc23)c(OC)c1. As a reaction SMILES: [C:8]([CH3:9])([CH3:10])([CH3:11])[O:12][C:13](=[O:14])[C:15](=[CH:16][c:17]1[cH:18][c:19]2[c:20]([CH2:27][c:28]3[c:29]([O:38][CH3:39])[cH:30][c:31]([C:32](=[O:33])[O:34][CH3:35])[cH:36][cH:37]3)[cH:21][n:22]([CH3:26])[c:23]2[cH:24][cH:25]1)[CH3:40].[CH2:41]([Cl:42])[Cl:43].[OH:1][C:2]([C:3]([F:4])([F:5])[F:6])=[O:7]>>[O:12]=[C:13]([OH:14])[C:15](=[CH:16][c:17]1[cH:18][c:19]2[c:20]([CH2:27][c:28]3[c:29]([O:38][CH3:39])[cH:30][c:31]([C:32](=[O:33])[O:34][CH3:35])[cH:36][cH:37]3)[cH:21][n:22]([CH3:26])[c:23]2[cH:24][cH:25]1)[CH3:40]. Starting materials: ClC=1C=C(C=CC1)N1C(C2=CC=CC=C2C1OCC1CO1)=O (2-(3-chlorophenyl)-3-(2,3-epoxypropoxy)-isoindolin-1-one), C(C)(C)N (isopropylamine). Run in C1(=CC=CC=C1)C (toluene). Yields the product ClC=1C=C(C=CC1)N1C(C2=CC=CC=C2C1OCC(CNC(C)C)O)=O (2-(3-chlorophenyl)-3-(2-hydroxy-3-isopropylamino-propoxy)-isoindolin-1-one). Reaction SMILES: [Cl:1][C:2]1[CH:3]=[C:4]([N:8]2[CH:16]([O:17][CH2:18][CH:19]3[O:21][CH2:20]3)[C:15]3[C:10](=[CH:11][CH:12]=[CH:13][CH:14]=3)[C:9]2=[O:22])[CH:5]=[CH:6][CH:7]=1.[CH:23]([NH2:26])([CH3:25])[CH3:24]>C1(C)C=CC=CC=1>[Cl:1][C:2]1[CH:3]=[C:4]([N:8]2[CH:16]([O:17][CH2:18][CH:19]([OH:21])[CH2:20][NH:26][CH:23]([CH3:25])[CH3:24])[C:15]3[C:10](=[CH:11][CH:12]=[CH:13][CH:14]=3)[C:9]2=[O:22])[CH:5]=[CH:6][CH:7]=1. Procedure: A solution of 2-(3-chlorophenyl)-3-(2,3-epoxypropoxy)-isoindolin-1-one (12 g.) and isopropylamine (120 cc.) in anhydrous toluene (200 cc.) is heated under reflux for 5 days. The reaction mixture is then evaporated to dryness under reduced pressure and the residue obtained is recrystallised from ethyl acetate (65 cc.). After drying, 2-(3-chlorophenyl)-3-(2-hydroxy-3-isopropylamino-propoxy)-isoindolin-1-one (11.6 g.), melting at 128° C., is obtained.